From a dataset of the Open Reaction Database (ORD), a public repository of structured organic reaction records. describe an organic reaction: reactants, conditions, products, and yield Starting materials: CCC(C(N)=O)N1CC(C=C(Br)Br)CC1=O, C#CC1C(=O)N(C(CC)C(N)=O)CC1Br, C1CCOC1, CC(C)(C)[O-], [K+]. Yields the product C#CC1CC(=O)N(C(CC)C(N)=O)C1. RXN SMILES: [Br:16][C:17](=[CH:18][CH:19]1[CH2:20][C:21](=[O:30])[N:22]([CH:24]([C:25](=[O:26])[NH2:27])[CH2:28][CH3:29])[CH2:23]1)[Br:31].[Br:1][CH:2]1[CH2:3][N:4]([CH:5]([CH2:6][CH3:7])[C:8]([NH2:9])=[O:10])[C:11](=[O:12])[CH:13]1[C:14]#[CH:15].[CH2:38]1[O:39][CH2:40][CH2:41][CH2:42]1.[CH3:32][C:33]([CH3:34])([O-:35])[CH3:36].[K+:37]>>[CH:17]#[C:18][CH:19]1[CH2:20][C:21](=[O:30])[N:22]([CH:24]([C:25](=[O:26])[NH2:27])[CH2:28][CH3:29])[CH2:23]1.